Dataset: the Open Reaction Database (ORD), a public repository of structured organic reaction records. Task: describe an organic reaction: reactants, conditions, products, and yield Starting materials: C1(=CC=CC=C1)P(C1=CC=CC=C1)C1=CC=CC=C1 (triphenylphosphine), C1(CCCCC1)/C=C(/C(=O)O)\C1=CC(=C(C=C1)S(=O)(=O)C)C(F)(F)F ((E)-3-cyclohexyl-2-(4-(methanesulfonyl)-3-(trifluoromethyl)-phenyl)-acrylic acid), NC=1SC=CN1 (2-aminothiazole), BrN1C(CCC1=O)=O (N-bromosuccinimide). Run in C(Cl)Cl (methylene chloride), C(Cl)Cl (methylene chloride). Reaction conditions: temperature 0 celsius, time 30 minute. Yields the product hexanes ethyl acetate, C1(CCCCC1)/C=C(/C(=O)NC=1SC=CN1)\C1=CC(=C(C=C1)S(=O)(=O)C)C(F)(F)F ((E)-3-cyclohexyl-2-(4-methanesulfonyl-3-trifluoromethyl-phenyl)-N-thiazol-2-yl-acrylamide). Yield: 30.1%. Reaction SMILES: C1(P(C2C=CC=CC=2)C2C=CC=CC=2)C=CC=CC=1.BrN1C(=O)CCC1=O.[CH:28]1(/[CH:34]=[C:35](\[C:39]2[CH:44]=[CH:43][C:42]([S:45]([CH3:48])(=[O:47])=[O:46])=[C:41]([C:49]([F:52])([F:51])[F:50])[CH:40]=2)/[C:36]([OH:38])=O)[CH2:33][CH2:32][CH2:31][CH2:30][CH2:29]1.[NH2:53][C:54]1[S:55][CH:56]=[CH:57][N:58]=1>C(Cl)Cl>[CH:28]1(/[CH:34]=[C:35](\[C:39]2[CH:44]=[CH:43][C:42]([S:45]([CH3:48])(=[O:46])=[O:47])=[C:41]([C:49]([F:51])([F:52])[F:50])[CH:40]=2)/[C:36]([NH:53][C:54]2[S:55][CH:56]=[CH:57][N:58]=2)=[O:38])[CH2:33][CH2:32][CH2:31][CH2:30][CH2:29]1. Procedure details: A solution of triphenylphosphine (1.39 g, 5.3 mmol) in methylene chloride (50 mL) was cooled to 0° C. and then treated with N-bromosuccinimide (0.94 g, 5.3 mmol). The reaction mixture was stirred at 0° C. For 30 min and then treated with a solution of (E)-3-cyclohexyl-2-(4-(methanesulfonyl)-3-(trifluoromethyl)-phenyl)-acrylic acid (1.00 g, 2.66 mmol) in methylene chloride (10 mL). The clear solution was stirred for 15 min at 0° C. and then allowed to warm to 25° C. where it was stirred for 1.5 h... Reactants: C1(=CC=CC=C1)C1(CC1)C(=O)O (1-phenylcyclopropanecarboxylic acid), N[C@@H](CN1C[C@H](CC1)O)C1=CC=CC=C1 ((S)-1-((R)-2-amino-2-phenylethyl)pyrrolidin-3-ol), C(Cl)Cl (DCM), C1CCC(CC1)N=C=NC2CCCCC2 (DCC), ON1N=NC2=C1C=CC=C2 (1-Hydroxybenzotriazole). Run at time 10 minute. The product is Cl.C1(=CC=CC=C1)C1(CC1)C(=O)N[C@H](CN1CCCC1)C1=CC=CC=C1 ((S)-1-phenyl-N-(1-phenyl-2-(pyrrolidin-1-yl)ethyl)cyclopropanecarboxamide hydrochloride). As a reaction SMILES: [C:1]1([C:7]2([C:10]([OH:12])=O)[CH2:9][CH2:8]2)[CH:6]=[CH:5][CH:4]=[CH:3][CH:2]=1.C1CCC(N=C=NC2CCCCC2)CC1.ON1C2C=CC=CC=2N=N1.[NH2:38][C@H:39]([C:47]1[CH:52]=[CH:51][CH:50]=[CH:49][CH:48]=1)[CH2:40][N:41]1[CH2:45][CH2:44][C@H:43](O)[CH2:42]1.C(Cl)[Cl:54]>>[ClH:54].[C:1]1([C:7]2([C:10]([NH:38][C@@H:39]([C:47]3[CH:52]=[CH:51][CH:50]=[CH:49][CH:48]=3)[CH2:40][N:41]3[CH2:42][CH2:43][CH2:44][CH2:45]3)=[O:12])[CH2:8][CH2:9]2)[CH:2]=[CH:3][CH:4]=[CH:5][CH:6]=1 |f:5.6|. Reported procedure: To a solution of 1-phenylcyclopropanecarboxylic acid (1 eq.), were added at about 20-35° C., DCC (1 eq) in DCM and 1-Hydroxybenzotriazole (1 eq.). The mixture was stirred for 10 min and to this mixture was added (S)-1-((R)-2-amino-2-phenylethyl)pyrrolidin-3-ol (1 eq) and the contents were allowed to stir at about 20-35° C. for 12 h. The reaction mixture was filtered, the filtrate was diluted with DCM and the organic layer was washed with sat.NaHCO3 solution, brine and dried over Na2SO4 and conce... Reactants: [H-].[Al+3].[Li+].[H-].[H-].[H-] (lithium aluminum hydride), O1C(CCCC1)OC[C@@H]1C[C@@H](CCC1)C(=O)OC(C)C (isopropyl (1R,3S)-3-(tetrahydropyran-2-yloxymethyl)cyclohexanecarboxylate), [OH-].[K+] (KOH). The solvent is C1CCOC1 (THF), C1CCOC1 (THF). The product is O1C(CCCC1)OC[C@@H]1C[C@@H](CCC1)CO ((1R,3S)-3-(Tetrahydropyran-2-yloxymethyl)cyclohexylmethanol). RXN SMILES: [O:1]1[CH2:6][CH2:5][CH2:4][CH2:3][CH:2]1[O:7][CH2:8][C@H:9]1[CH2:14][CH2:13][CH2:12][C@@H:11]([C:15](OC(C)C)=[O:16])[CH2:10]1.[H-].[Al+3].[Li+].[H-].[H-].[H-].[OH-].[K+]>C1COCC1>[O:1]1[CH2:6][CH2:5][CH2:4][CH2:3][CH:2]1[O:7][CH2:8][C@H:9]1[CH2:14][CH2:13][CH2:12][C@@H:11]([CH2:15][OH:16])[CH2:10]1 |f:1.2.3.4.5.6,7.8|. Procedure: 60.6 g of isopropyl (1R,3S)-3-(tetrahydropyran-2-yloxymethyl)cyclohexanecarboxylate were dissolved in 100 ml of THF and, at 0° C., were added dropwise to a suspension of 16.2 g of lithium aluminum hydride in 300 ml of THF. The mixture is stirred at RT until precursor is no longer detectable by TLC. 50 ml of 10N KOH are added to the mixture at 0° C. The solution above the gray precipitate is decanted off, and the residue is digested with ethyl acetate and filtered. The combined filtrates are evap...